Dataset: the Open Reaction Database (ORD), a public repository of structured organic reaction records. Task: describe an organic reaction: reactants, conditions, products, and yield The reactants are C(C)(C)(C)OC(=O)N1C(CCC1)C=O (2-formyl-pyrrolidine-1-carboxylic acid tert-butyl ester), C1(=CC=CC=C1)C(CCCCC1=CC=CC=C1)[Mg]Br (1,5-diphenylpentylmagnesium bromide), solution, Cl (hydrochloric acid). The solvent is C1CCOC1 (THF). Reaction conditions: time 16 hour. Product: C(C)(C)(C)OC(=O)N1C(CCC1)C(C(CCC1=CC=CC=C1)CCC1=CC=CC=C1)O (2-(1-Hydroxy-2-phenethyl-4-phenyl-butyl)-pyrrolidine-1-carboxylic acid tert-butyl ester). The yield is 17.0%. Reaction SMILES: [C:1]([O:5][C:6]([N:8]1[CH2:12][CH2:11][CH2:10][CH:9]1[CH:13]=[O:14])=[O:7])([CH3:4])([CH3:3])[CH3:2].[C:15]1([CH:21]([Mg]Br)[CH2:22][CH2:23][CH2:24][CH2:25][C:26]2[CH:31]=[CH:30][CH:29]=[CH:28][CH:27]=2)[CH:20]=[CH:19][CH:18]=[CH:17][CH:16]=1.Cl>C1COCC1>[C:1]([O:5][C:6]([N:8]1[CH2:12][CH2:11][CH2:10][CH:9]1[CH:13]([OH:14])[CH:23]([CH2:22][CH2:21][C:15]1[CH:16]=[CH:17][CH:18]=[CH:19][CH:20]=1)[CH2:24][CH2:25][C:26]1[CH:31]=[CH:30][CH:29]=[CH:28][CH:27]=1)=[O:7])([CH3:4])([CH3:3])[CH3:2]. Reported procedure: To a solution of 0.5 g (2.5 mmol) of 2-formyl-pyrrolidine-1-carboxylic acid tert-butyl ester in anhydrous THF (20 mL) was added 5.0 mL (2.5 mmol) of 4a, and the mixture was stirred at an ambient temperature for 16 hours. The solution was poured over a 1N solution of hydrochloric acid and was extracted with EtOAc (2×100 mL). The organic phase was washed with saturated sodium bicarbonate, dried (MgSO4) and evaporated to a clear oil which was subject to column chromatography (EtOAc/Hexanes, 1:3) to... The reactants are [Br-].CC1(C=2C=CC(=CC2C(CC1)(C)C)C(C)[P+](C1=CC=CC=C1)(C1=CC=CC=C1)C1=CC=CC=C1)C ([1-(5,6,7,8-tetrahydro-5,5,8,8-tetramethyl-2-naphthyl)ethyl]triphenylphosphonium bromide), N1=CC=C(C=C1)C=O (4-pyridinecarbaldehyde). Run in C1CCCO1 (butylene oxide). The product is CC1(C=2C=CC(=CC2C(CC1)(C)C)/C(=C/C1=CC=NC=C1)/C)C (4-[(E)-2-(5,6,7,8-tetrahydro-5,5,8,8,-tetramethyl-2-naphthyl) propenyl]pyridine). Reaction SMILES: [Br-].[CH3:2][C:3]1([CH3:36])[CH2:12][CH2:11][C:10]([CH3:14])([CH3:13])[C:9]2[CH:8]=[C:7]([CH:15]([P+](C3C=CC=CC=3)(C3C=CC=CC=3)C3C=CC=CC=3)[CH3:16])[CH:6]=[CH:5][C:4]1=2.[N:37]1[CH:42]=[CH:41][C:40]([CH:43]=O)=[CH:39][CH:38]=1>C1OCCC1>[CH3:2][C:3]1([CH3:36])[CH2:12][CH2:11][C:10]([CH3:14])([CH3:13])[C:9]2[CH:8]=[C:7](/[C:15](/[CH3:16])=[CH:43]/[C:40]3[CH:41]=[CH:42][N:37]=[CH:38][CH:39]=3)[CH:6]=[CH:5][C:4]1=2 |f:0.1|. Procedure details: 378 g of [1-(5,6,7,8-tetrahydro-5,5,8,8-tetramethyl-2-naphthyl)ethyl]triphenylphosphonium bromide were suspended in 4 l of butylene oxide. After the addition of 51 ml of 4-pyridinecarbaldehyde the mixture was boiled at reflux for 1.5 hours. After cooling the majority of the solvent was evaporated in a water-jet vacuum, the residue was poured into 1.5 l of a methanol/water mixture (ratio 6:4) and extracted repeatedly with hexane. The organic phase was washed three times with water and, after dryi... Starting materials: COC(C[C@@H]1COC2=C1C=CC(=C2)O[C@@H]2CCC1=C(C=CC(=C21)F)O)=O ({(S)-6-[(R)-7-fluoro-4-hydroxy-indan-1-yloxy]-2,3-dihydro-benzofuran-3-yl}-acetic acid methyl ester), CC=1SC2=C(N1)C=C(C=C2)B(O)O (2-methyl-benzothiazole-5-boronic acid), Intermediate 6. The product is COC(C[C@@H]1COC2=C1C=CC(=C2)O[C@@H]2CCC1=C(C=CC(=C21)F)OC=2C=CC1=C(N=C(S1)C)C2)=O ({(S)-6-[(R)-7-Fluoro-4-(2-methyl-benzothiazol-5-yloxy)-indan-1-yloxy]-2,3-dihydro-benzofuran-3-yl}-acetic acid methyl ester). As a reaction SMILES: [CH3:1][O:2][C:3](=[O:26])[CH2:4][C@H:5]1[C:9]2[CH:10]=[CH:11][C:12]([O:14][C@H:15]3[C:23]4[C:18](=[C:19]([OH:25])[CH:20]=[CH:21][C:22]=4[F:24])[CH2:17][CH2:16]3)=[CH:13][C:8]=2[O:7][CH2:6]1.[CH3:27][C:28]1[S:29][C:30]2[CH:36]=[CH:35][C:34](B(O)O)=[CH:33][C:31]=2[N:32]=1>>[CH3:1][O:2][C:3](=[O:26])[CH2:4][C@H:5]1[C:9]2[CH:10]=[CH:11][C:12]([O:14][C@H:15]3[C:23]4[C:18](=[C:19]([O:25][C:34]5[CH:35]=[CH:36][C:30]6[S:29][C:28]([CH3:27])=[N:32][C:31]=6[CH:33]=5)[CH:20]=[CH:21][C:22]=4[F:24])[CH2:17][CH2:16]3)=[CH:13][C:8]=2[O:7][CH2:6]1. Reported procedure: The title compound is prepared from {(S)-6-[(R)-7-fluoro-4-hydroxy-indan-1-yloxy]-2,3-dihydro-benzofuran-3-yl}-acetic acid methyl ester and 2-methyl-benzothiazole-5-boronic acid following a procedure analogous to that described for Intermediate 6. LC (method 10): tR=0.91 min; Mass spectrum (ESI+): m/z=506 [M+H]+. Starting materials: ice, C(C1=CC=CC=C1)OC1=CC=C(C=N1)O (6-benzyloxy-3-hydroxypyridine), O1CCCC1 (tetrahydrofuran), BrCC(=O)OCC (ethyl bromoacetate). Conditions: time 15 minute. Yields the product C(C)OC(COC=1C=NC(=CC1)OCC1=CC=CC=C1)=O ((6-Benzyloxy-pyridin-3-yloxy)-acetic acid ethyl ester). The yield is 90.0%. RXN SMILES: [CH2:1]([O:8][C:9]1[N:14]=[CH:13][C:12]([OH:15])=[CH:11][CH:10]=1)[C:2]1[CH:7]=[CH:6][CH:5]=[CH:4][CH:3]=1.O1CCCC1.Br[CH2:22][C:23]([O:25][CH2:26][CH3:27])=[O:24]>>[CH2:26]([O:25][C:23](=[O:24])[CH2:22][O:15][C:12]1[CH:13]=[N:14][C:9]([O:8][CH2:1][C:2]2[CH:3]=[CH:4][CH:5]=[CH:6][CH:7]=2)=[CH:10][CH:11]=1)[CH3:27]. Procedure: To an ice-cold solution of 0.5 g (2.5 mmol) 6-benzyloxy-3-hydroxypyridine (commercially available) in 5 mL tetrahydrofuran 0.12 g (2.7 mmol) sodium hydride (55% dispersion in mineral oil) was added. After the vigorous gas evolution had ceased the reaction mixture was stirred for 15 min. and then 0.41 mL (3.72 mmol) ethyl bromoacetate were added dropwise. The light brown suspension was stirred for 1 h at room temperature, poured on water and extracted three times with ethyl acetate. The organic l... Starting materials: O=C([O-])[O-], COC(=O)CBr, CN(C)C=O, Cc1nc2c(Cl)ccc(O)c2c(C)c1Cc1ccc(Cl)cc1, [K+], [K+]. The product is COC(=O)COc1ccc(Cl)c2nc(C)c(Cc3ccc(Cl)cc3)c(C)c12. Reaction SMILES: [C:23](=[O:24])([O-:25])[O-:26].[CH3:29][O:30][C:31]([CH2:32][Br:33])=[O:34].[CH3:35][N:36]([CH3:37])[CH:38]=[O:39].[Cl:1][c:2]1[cH:3][cH:4][c:5]([OH:22])[c:6]2[c:7]([CH3:21])[c:8]([CH2:13][c:14]3[cH:15][cH:16][c:17]([Cl:20])[cH:18][cH:19]3)[c:9]([CH3:12])[n:10][c:11]12.[K+:27].[K+:28]>>[Cl:1][c:2]1[cH:3][cH:4][c:5]([O:22][CH2:32][C:31]([O:30][CH3:29])=[O:34])[c:6]2[c:7]([CH3:21])[c:8]([CH2:13][c:14]3[cH:15][cH:16][c:17]([Cl:20])[cH:18][cH:19]3)[c:9]([CH3:12])[n:10][c:11]12. Run at time 2 hour. Reactants: C(C1=CC=CC=C1)OC1=C(C=C(C=C1)C(F)(F)F)C(O)C1=CC=C(C=C1)S(=O)(=O)CC ([2-(Benzyloxy)-5-(trifluoromethyl)phenyl][4-(ethylsulfonyl)phenyl]methanol). As a reaction SMILES: C([O:8][C:9]1[CH:14]=[CH:13][C:12]([C:15]([F:18])([F:17])[F:16])=[CH:11][C:10]=1[CH:19]([C:21]1[CH:26]=[CH:25][C:24]([S:27]([CH2:30][CH3:31])(=[O:29])=[O:28])=[CH:23][CH:22]=1)O)C1C=CC=CC=1>[Pd].C(O)(=O)C.C(O)C>[CH2:30]([S:27]([C:24]1[CH:23]=[CH:22][C:21]([CH2:19][C:10]2[CH:11]=[C:12]([C:15]([F:17])([F:16])[F:18])[CH:13]=[CH:14][C:9]=2[OH:8])=[CH:26][CH:25]=1)(=[O:28])=[O:29])[CH3:31]. Solvent: C(C)O (ethanol). The reagents and catalysts are [Pd] (palladium on carbon), C(C)(=O)O (acetic acid). Product: C(C)S(=O)(=O)C1=CC=C(CC2=C(C=CC(=C2)C(F)(F)F)O)C=C1 (2-[4-(Ethylsulfonyl)benzyl]-4-(trifluoromethyl)phenol). Procedure: A mixture of the product from example 3 step (iii) (0.225 g), 10% palladium on carbon (0.05 g) and acetic acid (2 drops) in ethanol (20 ml) was hydrogenated at 3 Bar for 2 h then 5 Bar for 5 h. After filtration the solvent was evaporated under reduced pressure. Yield 0.16 g Starting materials: [H-].[Na+] (sodium hydride), CC1=C(NC=C1)C(=O)NC1=C(C=CC=C1)C (3-Methyl-N-o-tolyl-1H-pyrrole-2-carboxamide), C1(=C(C(=CC(=C1)C)C)S(=O)(=O)ON)C (O-(mesitylsulfonyl)hydroxylamine). Solvent: CN(C)C=O (DMF). Conditions: time 1 hour. Yields the product NN1C(=C(C=C1)C)C(=O)NC1=C(C=CC=C1)C (1-Amino-3-methyl-N-o-tolyl-1H-pyrrole-2-carboxamide). The yield is 72.9%. RXN SMILES: [CH3:1][C:2]1[CH:6]=[CH:5][NH:4][C:3]=1[C:7]([NH:9][C:10]1[CH:15]=[CH:14][CH:13]=[CH:12][C:11]=1[CH3:16])=[O:8].[H-].[Na+].C1(C)C=C(C)C=C(C)C=1S(O[NH2:31])(=O)=O>CN(C=O)C>[NH2:31][N:4]1[CH:5]=[CH:6][C:2]([CH3:1])=[C:3]1[C:7]([NH:9][C:10]1[CH:15]=[CH:14][CH:13]=[CH:12][C:11]=1[CH3:16])=[O:8] |f:1.2|. Procedure details: 3-Methyl-N-o-tolyl-1H-pyrrole-2-carboxamide (1.5 g, 7.00 mmol) was dissolved in 60 mL of DMF. 294 mg (7.35 mmol) of sodium hydride (60 wt % dispersion in mineral oil) were added and the reaction mixture was stirred at room temperature for 1 hour. Then O-(mesitylsulfonyl)hydroxylamine (1.658 g, 7.70 mmol) was added and the reaction mixture was stirred for 30 minutes. The solvent was evaporated to dryness and the crude product was purified by flash chromatography (0 to 50% heptane/AcOEt) to give 1...